From a dataset of the Open Reaction Database (ORD), a public repository of structured organic reaction records. describe an organic reaction: reactants, conditions, products, and yield The reactants are [N+](=O)([O-])C=1C=C(C=CC1)C1=NOC(=C1)CCC=O (3-[3-(3-nitrophenyl)isoxazol-5-yl]propanal), FC(C1=C(CN2CCNCC2)C=CC=C1)(F)F (1-[2-(trifluoromethyl)benzyl]piperazine), [BH-](OC(=O)C)(OC(=O)C)OC(=O)C.[Na+] (NaBH(OAc)3). Run in C(Cl)Cl (methylene chloride). Yields the product COC1=C(C=CC=C1)N1CCN(CC1)CCCC1=CC(=NO1)C1=CC(=CC=C1)[N+](=O)[O-] (2-Methoxy-1-(4-{3-[3-(3-nitrophenyl)isoxazol-5-yl]propyl}piperazinyl)benzene). Isolated yield 103.6%. RXN SMILES: [N+:1]([C:4]1[CH:5]=[C:6]([C:10]2[CH:14]=[C:13]([CH2:15][CH2:16][CH:17]=O)[O:12][N:11]=2)[CH:7]=[CH:8][CH:9]=1)([O-:3])=[O:2].FC(F)(F)C1[CH:33]=[CH:32][CH:31]=[CH:30][C:22]=1[CH2:23][N:24]1[CH2:29][CH2:28][NH:27][CH2:26][CH2:25]1.[BH-](OC(C)=O)(OC(C)=O)[O:37][C:38](C)=O.[Na+]>C(Cl)Cl>[CH3:38][O:37][C:22]1[CH:30]=[CH:31][CH:32]=[CH:33][C:23]=1[N:24]1[CH2:25][CH2:26][N:27]([CH2:17][CH2:16][CH2:15][C:13]2[O:12][N:11]=[C:10]([C:6]3[CH:7]=[CH:8][CH:9]=[C:4]([N+:1]([O-:3])=[O:2])[CH:5]=3)[CH:14]=2)[CH2:28][CH2:29]1 |f:2.3|. Reported procedure: About 2 min after dissolving 3-[3-(3-nitrophenyl)isoxazol-5-yl]propanal (10 mg, 0.04 mmol) and 1-(2-methoxyphenyl)piperazine (8.0, 0.04 mmol) in 2 mL of dry methylene chloride, were added NaBH(OAc)3 (24 mg, 0.12 mmol) and molecular sieves (5 beads). The reaction mixture was reacted for 5.10 hr and followed the same processes as in Example 1 to obtain 17.5 mg (100%) of the target compound.